Dataset: the Open Reaction Database (ORD), a public repository of structured organic reaction records. Task: describe an organic reaction: reactants, conditions, products, and yield The reactants are S1C(=CC=C1)C=CC(N)=NO (β-(Thien-2-yl) acrylamidoxime), C(OCC)([O-])[O-] (ethyl orthoformate). The reagents and catalysts are B(F)(F)F.CCOCC (boron trifluoride etherate). Run at time 1 hour. Product: S1C(=CC=C1)\C=C\C1=NOC=N1 (trans-1-(thien-2-yl)-2-(1,2,4-oxadiazol-3-yl)-ethylene). Reaction SMILES: [S:1]1[CH:5]=[CH:4][CH:3]=[C:2]1[CH:6]=[CH:7][C:8](=[N:10][OH:11])[NH2:9].[CH:12]([O-])([O-])OCC>B(F)(F)F.CCOCC>[S:1]1[CH:5]=[CH:4][CH:3]=[C:2]1/[CH:6]=[CH:7]/[C:8]1[N:9]=[CH:12][O:11][N:10]=1 |f:2.3|. Procedure: β-(Thien-2-yl) acrylamidoxime (2.20 g.) was refluxed in ethyl orthoformate (30 ml.) containing one drop of boron trifluoride etherate. After 1 hr. the ethyl orthoformate was removed under reduced pressure and the residue was dissolved in chloroform (20 ml.) and washed consecutively with 2N hydrochloric acid (20 ml.), saturated sodium hydrogen carbonate solution (20 ml.), and water (20 ml.). Evaporation of the chloroform solution to dryness and chromatography in benzene on silica gel gave trans-1... Reactants: N(=O)[O-].[Na+] (sodium nitrite), NC1=C(C=C(C(=O)OC)C=C1)C (methyl 4-amino-3-methylbenzoate). The solvent is O (water), C(C)(=O)O (acetic acid). Reaction conditions: time 5 hour. The product is N1N=CC2=CC(=CC=C12)C(=O)OC (methyl 1H-indazole-5-carboxylate). Isolated yield 30.3%. Reaction SMILES: [N:1]([O-])=O.[Na+].[NH2:5][C:6]1[CH:15]=[CH:14][C:9]([C:10]([O:12][CH3:13])=[O:11])=[CH:8][C:7]=1[CH3:16]>O.C(O)(=O)C>[NH:5]1[C:6]2[C:7](=[CH:8][C:9]([C:10]([O:12][CH3:13])=[O:11])=[CH:14][CH:15]=2)[CH:16]=[N:1]1 |f:0.1|. Procedure: A solution of sodium nitrite (836 mg, 59.1 mmol) in water (2 ml) was added to a solution of methyl 4-amino-3-methylbenzoate (2.00 g, 12.1 mmol) in acetic acid (80 ml) at room temperature and stirred at room temperature for 5 hours. The reaction solution was concentrated and the resulting residue was diluted with chloroform and washed with a 5% aqueous sodium hydrogencarbonate solution and then a saturated aqueous sodium chloride solution. The organic layer was dried over anhydrous sodium sulfate... Reactants: FC1(CNCCC1NC1=NN2C(C(=CC=C2)C2=C(C(=C(C=C2)F)F)F)=N1)F (N-(3,3-difluoropiperidin-4-yl)-8-(2,3,4-trifluorophenyl)-[1,2,4]triazolo[1,5-a]pyridin-2-amine), BrC=1OC(=NN1)C (2-bromo-5-methyl-1,3,4-oxadiazole), C(C)(C)N(CC)C(C)C (diisopropylethylamine), C(C)(C)N(CC)C(C)C (diisopropylethylamine), BrC=1OC(=NN1)C (2-bromo-5-methyl-1,3,4-oxadiazole). The solvent is O1CCOCC1 (dioxane). Reaction conditions: temperature 110 celsius, time 3 hour. Yields the product FC1(CN(CCC1NC1=NN2C(C(=CC=C2)C2=C(C(=C(C=C2)F)F)F)=N1)C=1OC(=NN1)C)F (N-(3,3-Difluoro-1-(5-methyl-1,3,4-oxadiazol-2-yl)piperidin-4-yl)-8-(2,3,4-trifluorophenyl)-[1,2,4]triazolo[1,5-a]pyridin-2-amine). Reaction SMILES: [F:1][C:2]1([F:27])[CH:7]([NH:8][C:9]2[N:26]=[C:12]3[C:13]([C:17]4[CH:22]=[CH:21][C:20]([F:23])=[C:19]([F:24])[C:18]=4[F:25])=[CH:14][CH:15]=[CH:16][N:11]3[N:10]=2)[CH2:6][CH2:5][NH:4][CH2:3]1.Br[C:29]1[O:30][C:31]([CH3:34])=[N:32][N:33]=1.C(N(C(C)C)CC)(C)C>O1CCOCC1>[F:27][C:2]1([F:1])[CH:7]([NH:8][C:9]2[N:26]=[C:12]3[C:13]([C:17]4[CH:22]=[CH:21][C:20]([F:23])=[C:19]([F:24])[C:18]=4[F:25])=[CH:14][CH:15]=[CH:16][N:11]3[N:10]=2)[CH2:6][CH2:5][N:4]([C:29]2[O:30][C:31]([CH3:34])=[N:32][N:33]=2)[CH2:3]1. Procedure: A solution of N-(3,3-difluoropiperidin-4-yl)-8-(2,3,4-trifluorophenyl)-[1,2,4]triazolo[1,5-a]pyridin-2-amine (see example 275b, 75 mg, 196 μmol), 2-bromo-5-methyl-1,3,4-oxadiazole (41.5 mg, 254 μmol) and diisopropylethylamine (50.6 mg, 68.3 μL, 391 μmol) dissolved in dry dioxane (4 mL) was stirred at 110° C. for 3 hours. Further diisopropylethylamine (50.6 mg, 68.3 μL, 391 μmol) and 2-bromo-5-methyl-1,3,4-oxadiazole (41.5 mg, 254 μmol) were added and heated to 110° C. for 12 hours. The solvent w...